This data is from the Open Reaction Database (ORD), a public repository of structured organic reaction records. The task is: describe an organic reaction: reactants, conditions, products, and yield Reactants: FC=1C(=C(CCNC2CCN(CC2)CC2=CC=CC=C2)C=CC1)[N+](=O)[O-] (N-(3-Fluoro-2-nitrophenethyl)-1-benzylpiperidin-4-amine), [H][H] (hydrogen). Reagents/catalysts: [Pt](=O)=O (Platinum(IV) oxide). The solvent is CO (methanol). Run at time 20 minute. The product is NC1=C(CCNC2CCN(CC2)CC2=CC=CC=C2)C=CC=C1F (N-(2-amino-3-fluorophenethyl)-1-benzylpiperidin-4-amine). Isolated yield 97.0%. Reaction SMILES: [F:1][C:2]1[C:3]([N+:24]([O-])=O)=[C:4]([CH:21]=[CH:22][CH:23]=1)[CH2:5][CH2:6][NH:7][CH:8]1[CH2:13][CH2:12][N:11]([CH2:14][C:15]2[CH:20]=[CH:19][CH:18]=[CH:17][CH:16]=2)[CH2:10][CH2:9]1.[H][H]>CO.[Pt](=O)=O>[NH2:24][C:3]1[C:2]([F:1])=[CH:23][CH:22]=[CH:21][C:4]=1[CH2:5][CH2:6][NH:7][CH:8]1[CH2:9][CH2:10][N:11]([CH2:14][C:15]2[CH:16]=[CH:17][CH:18]=[CH:19][CH:20]=2)[CH2:12][CH2:13]1. Procedure: N-(3-Fluoro-2-nitrophenethyl)-1-benzylpiperidin-4-amine (800 mg, 2.238 mmol) was dissolved in methanol (30 mL). Platinum(IV) oxide (18.5 mg, 0.081 mmol) was added to the mixture. Reaction vessel was placed on a Parr apparatus and charged with 60 psi of hydrogen gas. Reaction shook at room temperature for 1 hour 20 minutes. Reaction was removed from the apparatus. Mixture was filtered through a 0.45 μm PVDF membrane. Filtrate was concentrated to dryness. Title compound was obtained as grey oil in... Starting materials: [Si](C1=CC=CC=C1)(C1=CC=CC=C1)(C(C)(C)C)OCC1=CC=C(C(=C1N1C[C@H](O[C@H](C1)C)C)F)F ((2R,6S)-4-[6-({[tert-Butyl(diphenyl)silyl]oxy}methyl)-2,3-difluorophenyl]-2,6-dimethylmorpholine), [Si](C1=CC=CC=C1)(C1=CC=CC=C1)(C(C)(C)C)OCC1=CC=C(C(=C1N1C[C@H](O[C@H](C1)C)C)F)F ((2R,6S)-4-[6-({[tert-Butyl(diphenyl)silyl]oxy}methyl)-2,3-difluorophenyl]-2,6-dimethylmorpholine), FC(C(=O)N(C)OC)F (2,2-difluoro-N-methoxy-N-methylacetamide). Product: [Si](C1=CC=CC=C1)(C1=CC=CC=C1)(C(C)(C)C)OCC=1C(=C(C(=C(C1)C(C(F)F)=O)F)F)N1C[C@H](O[C@H](C1)C)C (1-(5-((tert-butyldiphenylsilyloxy)methyl)-4-((2R,6S)-2,6-dimethylmorpholino)-2,3-difluorophenyl)-2,2-difluoroethanone). RXN SMILES: [Si:1]([O:18][CH2:19][C:20]1[C:25]([N:26]2[CH2:31][C@H:30]([CH3:32])[O:29][C@H:28]([CH3:33])[CH2:27]2)=[C:24]([F:34])[C:23]([F:35])=[CH:22][CH:21]=1)([C:14]([CH3:17])([CH3:16])[CH3:15])([C:8]1[CH:13]=[CH:12][CH:11]=[CH:10][CH:9]=1)[C:2]1[CH:7]=[CH:6][CH:5]=[CH:4][CH:3]=1.[F:36][CH:37]([F:44])[C:38](N(OC)C)=[O:39]>>[Si:1]([O:18][CH2:19][C:20]1[C:25]([N:26]2[CH2:31][C@H:30]([CH3:32])[O:29][C@H:28]([CH3:33])[CH2:27]2)=[C:24]([F:34])[C:23]([F:35])=[C:22]([C:38](=[O:39])[CH:37]([F:44])[F:36])[CH:21]=1)([C:14]([CH3:16])([CH3:17])[CH3:15])([C:2]1[CH:7]=[CH:6][CH:5]=[CH:4][CH:3]=1)[C:8]1[CH:13]=[CH:12][CH:11]=[CH:10][CH:9]=1. Reported procedure: Starting materials: (2R,6S)-4-(6-((tert-butyldiphenylsilyloxy)methyl)-2,3-difluorophenyl)-2,6-dimethylmorpholine (Intermediate 3) and 2,2-difluoro-N-methoxy-N-methylacetamide. Starting materials: C(C)(C)OC(C)C (isopropyl ether), C1(=CC=CC=C1)C(CO)(CO)C1=CC=CC=C1 (2,2-diphenylpropane-1,3-diol), B(F)(F)F.CCOCC (BF3.Et2O), O=C(C(=O)OCC)C1=CC=C(C=C1)Cl (ethyl 2-oxo-2-(4-chlorophenyl)acetate). Run in C(Cl)Cl (CH2Cl2), C(=O)(O)[O-].[Na+] (NaHCO3). Run at time 72 hour. Product: ClC1=CC=C(C=C1)C1(OCC(CO1)(C1=CC=CC=C1)C1=CC=CC=C1)C(=O)OCC (Ethyl 2-(4-Chlorophenyl)-5,5-diphenyl[1,3]-dioxane-2-carboxylate). Yield: 71.0%. Reaction SMILES: [O:1]=[C:2]([C:8]1[CH:13]=[CH:12][C:11]([Cl:14])=[CH:10][CH:9]=1)[C:3]([O:5][CH2:6][CH3:7])=[O:4].[C:15]1([C:21]([C:26]2[CH:31]=[CH:30][CH:29]=[CH:28][CH:27]=2)([CH2:24]O)[CH2:22][OH:23])[CH:20]=[CH:19][CH:18]=[CH:17][CH:16]=1.B(F)(F)F.CCOCC.C(OC(C)C)(C)C>C(Cl)Cl.C([O-])(O)=O.[Na+]>[Cl:14][C:11]1[CH:10]=[CH:9][C:8]([C:2]2([C:3]([O:5][CH2:6][CH3:7])=[O:4])[O:23][CH2:22][C:21]([C:26]3[CH:31]=[CH:30][CH:29]=[CH:28][CH:27]=3)([C:15]3[CH:20]=[CH:19][CH:18]=[CH:17][CH:16]=3)[CH2:24][O:1]2)=[CH:13][CH:12]=1 |f:2.3,6.7|. Procedure: 42.5 g (0.2 M) of ethyl 2-oxo-2-(4-chlorophenyl)acetate are placed in 400 ml of CH2Cl2 in a 500 ml reactor. 22.8 g (0.1 M) of 2,2-diphenylpropane-1,3-diol and then 14.2 g (0.1 M) of BF3.Et2O are added. The mixture is left to react with stirring for 72 h at room temperature. The reaction mixture is taken up in NaHCO3 solution. The organic phase is washed with saturated NaCl solution. After drying over Na2SO4 and concentration, a very thick oil is obtained. 150 ml of isopropyl ether are added and ... Starting materials: C(C)NC=1S[C@@H]2[C@H](N1)[C@H]([C@@H]([C@H](O2)C(CCC2=CC=CC=C2)=O)O)O (1-[(3aR,5S,6S,7R,7aR)-2-(ethylamino)-6,7-dihydroxy-5,6,7,7a-tetrahydro-3aH-pyrano[3,2-d][1,3]thiazol-5-yl]-3-phenylpropan-1-one), [BH4-].[Na+] (sodium borohydride). Solvent: CO (MeOH). Run at time 30 minute. Yields the product C(C)NC=1S[C@@H]2[C@H](N1)[C@H]([C@@H]([C@H](O2)[C@H](CCC2=CC=CC=C2)O)O)O ((3aR,5R,6S,7R,7aR)-2-Ethylamino-5-((S)-1-hydroxy-3-phenyl-propyl)-5,6,7,7a-tetrahydro-3aH-pyrano[3,2-d]thiazole-6,7-diol). RXN SMILES: [CH2:1]([NH:3][C:4]1[S:5][C@H:6]2[O:12][C@H:11]([C:13](=[O:22])[CH2:14][CH2:15][C:16]3[CH:21]=[CH:20][CH:19]=[CH:18][CH:17]=3)[C@@H:10]([OH:23])[C@H:9]([OH:24])[C@H:7]2[N:8]=1)[CH3:2].[BH4-].[Na+]>CO>[CH2:1]([NH:3][C:4]1[S:5][C@H:6]2[O:12][C@H:11]([C@@H:13]([OH:22])[CH2:14][CH2:15][C:16]3[CH:17]=[CH:18][CH:19]=[CH:20][CH:21]=3)[C@@H:10]([OH:23])[C@H:9]([OH:24])[C@H:7]2[N:8]=1)[CH3:2] |f:1.2|. Procedure details: To crude 1-[(3aR,5S,6S,7R,7aR)-2-(ethylamino)-6,7-dihydroxy-5,6,7,7a-tetrahydro-3aH-pyrano[3,2-d][1,3]thiazol-5-yl]-3-phenylpropan-1-one (200.00 mg; 0.57 mmol; 1.00 eq.) in MeOH (3.00 ml) was added sodium borohydride (21.59 mg; 0.57 mmol; 1.00 eq.). Reaction was stirred at room temperature for 30 min. The desired product was isolated by prep HPLC (0% B for 10 min, then up to 30% B for 10 min, 0.1% TFA, 220 nm) to afford (3aR,5R,6S,7R,7aR)-2-Ethylamino-5-((S)-1-hydroxy-3-phenyl-propyl)-5,6,7,7a-t...